Task: describe an organic reaction: reactants, conditions, products, and yield. Dataset: the Open Reaction Database (ORD), a public repository of structured organic reaction records Reactants: CCOC(=O)C(C)(C)Oc1ccc(CCN(Cc2ccc(C(F)(F)F)cc2)c2ncc(CC)cn2)cc1Br, N#C[Cu], CN(C)C=O. Product: CCOC(=O)C(C)(C)Oc1ccc(CCN(Cc2ccc(C(F)(F)F)cc2)c2ncc(CC)cn2)cc1C#N. As a reaction SMILES: [Br:1][c:2]1[c:3]([O:4][C:5]([C:6](=[O:7])[O:8][CH2:9][CH3:10])([CH3:11])[CH3:12])[cH:13][cH:14][c:15]([CH2:17][CH2:18][N:19]([CH2:20][c:21]2[cH:22][cH:23][c:24]([C:27]([F:28])([F:29])[F:30])[cH:25][cH:26]2)[c:31]2[n:32][cH:33][c:34]([CH2:37][CH3:38])[cH:35][n:36]2)[cH:16]1.[Cu:39][C:40]#[N:41].[O:42]=[CH:43][N:44]([CH3:45])[CH3:46]>>[c:2]1([C:40]#[N:41])[c:3]([O:4][C:5]([C:6](=[O:7])[O:8][CH2:9][CH3:10])([CH3:11])[CH3:12])[cH:13][cH:14][c:15]([CH2:17][CH2:18][N:19]([CH2:20][c:21]2[cH:22][cH:23][c:24]([C:27]([F:28])([F:29])[F:30])[cH:25][cH:26]2)[c:31]2[n:32][cH:33][c:34]([CH2:37][CH3:38])[cH:35][n:36]2)[cH:16]1. Reactants: C1CCOC1, CCOC(=O)CCC(=O)c1ccccc1N, [H-], [Na+], O. The product is O=C1CCC(=O)c2ccccc2N1. Reaction SMILES: [CH2:20]1[O:21][CH2:22][CH2:23][CH2:24]1.[CH2:3]([O:5][C:6](=[O:4])[CH2:7][CH2:8][C:9](=[O:10])[c:11]1[c:12]([NH2:17])[cH:13][cH:14][cH:15][cH:16]1)[CH3:18].[H-:1].[Na+:2].[OH2:19]>>[O:5]=[C:6]1[CH2:7][CH2:8][C:9](=[O:10])[c:11]2[c:12]([cH:13][cH:14][cH:15][cH:16]2)[NH:17]1. Starting materials: FC1=C(C=C(C=C1)C(C1(OC1)C(F)(F)F)NC1=C2C=CC(=NC2=CC=C1)C)OC ({[4-fluoro-3-methoxyphenyl][2-(trifluoromethyl)oxiranyl]methyl}-(2-methylquinolin-5-yl)amine), C(C)S (ethanthiol), C([O-])([O-])=O.[Cs+].[Cs+] (Caesium carbonate). The solvent is CN(C)C=O (DMF). Product: FC1=C(C=C(C=C1)C(C(O)(C(F)(F)F)CSCC)NC1=C2C=CC(=NC2=CC=C1)C)OC (4-Fluoro-α-[(ethylsulfanyl)methyl]-3-methoxy-β-[(2-methylquinolin-5-yl)amino]-α-(trifluoromethyl)benzeneethanol). Reaction SMILES: [F:1][C:2]1[CH:7]=[CH:6][C:5]([CH:8]([NH:16][C:17]2[CH:26]=[CH:25][CH:24]=[C:23]3[C:18]=2[CH:19]=[CH:20][C:21]([CH3:27])=[N:22]3)[C:9]2([C:12]([F:15])([F:14])[F:13])[CH2:11][O:10]2)=[CH:4][C:3]=1[O:28][CH3:29].[CH2:30]([SH:32])[CH3:31].C(=O)([O-])[O-].[Cs+].[Cs+]>CN(C=O)C>[F:1][C:2]1[CH:7]=[CH:6][C:5]([CH:8]([NH:16][C:17]2[CH:26]=[CH:25][CH:24]=[C:23]3[C:18]=2[CH:19]=[CH:20][C:21]([CH3:27])=[N:22]3)[C:9]([CH2:11][S:32][CH2:30][CH3:31])([C:12]([F:13])([F:15])[F:14])[OH:10])=[CH:4][C:3]=1[O:28][CH3:29] |f:2.3.4|. Reported procedure: Analogously to example 45 100 mg (0.25 mmol) {[4-fluoro-3-methoxyphenyl][2-(trifluoromethyl)oxiranyl]methyl}-(2-methylquinolin-5-yl)amine (example 11) are reacted with 0.27 ml of the 1 M ethanthiol solution under the presence of 160 mg Caesium carbonate in DMF. The typical work up after 2 hours yields 53 mg of the title compound after preparative thin layer chromatography on silica gel (aceton in hexane 50%). Reactants: CN(C=O)C (N,N-dimethylformamide), FC(S(=O)(=O)OC1=NC=C(C=C1CC1=CC=CC=C1)C(=O)OC)(F)F (3-benzyl-5-methoxycarbonyl-2-pyridyl trifluoromethanesulfonate), C(#C)C1(CN2CCC1CC2)O (3-ethynyl-3-quinuclidinol), cuprous iodide, N (ammonia). Reagents/catalysts: C=1C=CC(=CC1)[P](C=2C=CC=CC2)(C=3C=CC=CC3)[Pd]([P](C=4C=CC=CC4)(C=5C=CC=CC5)C=6C=CC=CC6)([P](C=7C=CC=CC7)(C=8C=CC=CC8)C=9C=CC=CC9)[P](C=1C=CC=CC1)(C=1C=CC=CC1)C=1C=CC=CC1 (tetrakis(triphenylphosphine)palladium(0)). Run in C(C)N(CC)CC (triethylamine), C(C)(=O)OCC (ethyl acetate). Reaction conditions: time 1 hour. Product: C(C1=CC=CC=C1)C=1C(=NC=C(C1)C(=O)OC)C#CC1(CN2CCC1CC2)O (3-[Benzyl-5-methoxycarbonyl-2-pyridyl]ethynyl-3-quinuclidinol). Isolated yield 59.5%. Reaction SMILES: CN(C)C=O.FC(F)(F)S(O[C:12]1[C:17]([CH2:18][C:19]2[CH:24]=[CH:23][CH:22]=[CH:21][CH:20]=2)=[CH:16][C:15]([C:25]([O:27][CH3:28])=[O:26])=[CH:14][N:13]=1)(=O)=O.[C:31]([C:33]1([OH:41])[CH:38]2[CH2:39][CH2:40][N:35]([CH2:36][CH2:37]2)[CH2:34]1)#[CH:32].N>C1C=CC([P]([Pd]([P](C2C=CC=CC=2)(C2C=CC=CC=2)C2C=CC=CC=2)([P](C2C=CC=CC=2)(C2C=CC=CC=2)C2C=CC=CC=2)[P](C2C=CC=CC=2)(C2C=CC=CC=2)C2C=CC=CC=2)(C2C=CC=CC=2)C2C=CC=CC=2)=CC=1.C(OCC)(=O)C.C(N(CC)CC)C>[CH2:18]([C:17]1[C:12]([C:32]#[C:31][C:33]2([OH:41])[CH:38]3[CH2:39][CH2:40][N:35]([CH2:36][CH2:37]3)[CH2:34]2)=[N:13][CH:14]=[C:15]([C:25]([O:27][CH3:28])=[O:26])[CH:16]=1)[C:19]1[CH:24]=[CH:23][CH:22]=[CH:21][CH:20]=1 |^1:46,48,67,86|. Procedure details: 50 ml of N,N-dimethylformamide was added to a mixture of 2.0 g of 3-benzyl-5-methoxycarbonyl-2-pyridyl trifluoromethanesulfonate, 742 mg of 3-ethynyl-3-quinuclidinol, 1.5 g of tetrakis(triphenylphosphine)palladium(0), 374 mg of cuprous iodide and 2.7 ml of triethylamine, followed by heating under stirring for one hour in an oil bath kept at 60° C. in a nitrogen atmosphere. After cooling as it was, ethyl acetate and aqueous ammonia were added thereto and the mixture was extracted with ethyl aceta...